The task is: describe an organic reaction: reactants, conditions, products, and yield. This data is from the Open Reaction Database (ORD), a public repository of structured organic reaction records. Reactants: C(C1=CC=CC=C1)N1N=CC2=C1N=CC=1C(NC=3N(C12)N=CN3)=O (8-benzyl-4H-pyrazolo[4',3':5,6]pyrido[3,4-e][1,2,4]triazolo[1,5-a]pyrimidin-5(8H)-one), C(C1=CC=CC=C1)N1N=CC=2C1=NC=C(C2NN)C(=O)OCC (1-benzyl-4-hydrazino-1H-pyrazolo[3,4-b]pyridine-5-carboxylic acid, ethyl ester), ClC1=NC=2N(C3=C1C=NC1=C3C=NN1CC)N=CN2 (5-chloro-8-ethyl-8H-pyrazolo[4',3':5,6]pyrido[3,4-e][1,2,4]triazolo[1,5-a]pyrimidine), 8-benzyl-N-(1-methylpropyl)-8H-pyrazolo[4',3':5,6]pyrido[3,4e][1,2,4]triazolo[1,5-a]pyrimidin-5-amine, C(C)N1N=CC=2C1=NC=C(C2NN)C(=O)OCC (1-ethyl-4-hydrazino-1H-pyrazolo[3,4-b]pyridine-5-carboxylic acid, ethyl ester), C(C)N1N=CC2=C1N=CC=1C(NC=3N(C12)N=C(N3)SC)=O (8-ethyl-2-methylthio-4H-pyrazolo[4',3':5,6]pyrido[3,4-e][1,2,4]triazolo[1,5-a]pyrimidin-5(8H)-one), C(C1=CC=CC=C1)N1N=CC2=C1N=CC=1C(=NC=3N(C12)N=CN3)Cl (8-benzyl-5-chloro-8H-pyrazolo[4',3':5,6]pyrido[3,4-e][1,2,4]triazolo[1,5-a]pyrimidine). Product: C(C1=CC=CC=C1)N1N=CC2=C1N=CC=1C(=NC=3N(C12)N=CN3)NC(CC)C (8-Benzyl-N-(1-methylpropyl)-8H-pyrazolo[4',3':5,6]pyrido[3,4-e][1,2,4]triazolo[1,5-a]pyrimidin-5-amine). RXN SMILES: C(N1C2=NC=[C:15](C(OCC)=O)[C:16]([NH:17]N)=[C:11]2[CH:10]=N1)C1C=CC=CC=1.C(N1C2=NC=C(C(OCC)=O)C(NN)=C2C=N1)C.C(N1C2N=CC3C(=O)NC4N(N=C(SC)N=4)C=3C=2C=N1)C.ClC1C2C=NC3N(CC)N=CC=3C=2N2N=CN=C2N=1.[CH2:82]([N:89]1[C:93]2[N:94]=[CH:95][C:96]3[C:97](=O)[NH:98][C:99]4[N:100]([N:102]=[CH:103][N:104]=4)[C:101]=3[C:92]=2[CH:91]=[N:90]1)[C:83]1[CH:88]=[CH:87][CH:86]=[CH:85][CH:84]=1.C(N1C2N=CC3C(Cl)=NC4N(N=CN=4)C=3C=2C=N1)C1C=CC=CC=1>>[CH2:82]([N:89]1[C:93]2[N:94]=[CH:95][C:96]3[C:97]([NH:17][CH:16]([CH3:15])[CH2:11][CH3:10])=[N:98][C:99]4[N:100]([N:102]=[CH:103][N:104]=4)[C:101]=3[C:92]=2[CH:91]=[N:90]1)[C:83]1[CH:88]=[CH:87][CH:86]=[CH:85][CH:84]=1. Procedure details: By substituting 1-benzyl-4-hydrazino-1H-pyrazolo[3,4-b]pyridine-5-carboxylic acid, ethyl ester for the 1-ethyl-4-hydrazino-1H-pyrazolo[3,4-b]pyridine-5-carboxylic acid, ethyl ester in the procedure of Example 1 (a), (b) then proceeding as in Example 2, 8-benzyl-4H-pyrazolo[4',3':5,6]pyrido[3,4-e][1,2,4]triazolo[1,5-a]pyrimidin-5(8H)-one and 8-benzyl-5-chloro-8H-pyrazolo[4',3':5,6]pyrido[3,4-e][1,2,4]triazolo[1,5-a]pyrimidine and 8-benzyl-N-(1-methylpropyl)-8H-pyrazolo[4',3':5,6]pyrido[3,4e][1,2,... Reactants: BrC1=CC(=C(C=C1)NC(C1=C(C=C(C=C1)S(=O)(=O)C)F)=O)F (N-(4-Bromo-2-fluorophenyl)-2-fluoro-4-(methylsulfonyl)benzamide), P12(=S)SP3(=S)SP(=S)(S1)SP(=S)(S2)S3 (P2S5). Solvent: C1(=CC=CC=C1)C (toluene). Yields the product BrC1=CC(=C(C=C1)NC(C1=C(C=C(C=C1)S(=O)(=O)C)F)=S)F (N-(4-Bromo-2-fluorophenyl)-2-fluoro-4-(methylsulfonyl)benzothioamide). The yield is 48.1%. RXN SMILES: [Br:1][C:2]1[CH:7]=[CH:6][C:5]([NH:8][C:9](=O)[C:10]2[CH:15]=[CH:14][C:13]([S:16]([CH3:19])(=[O:18])=[O:17])=[CH:12][C:11]=2[F:20])=[C:4]([F:22])[CH:3]=1.P12(SP3(SP(SP(S3)(S1)=S)(=S)S2)=S)=[S:24]>C1(C)C=CC=CC=1>[Br:1][C:2]1[CH:7]=[CH:6][C:5]([NH:8][C:9](=[S:24])[C:10]2[CH:15]=[CH:14][C:13]([S:16]([CH3:19])(=[O:18])=[O:17])=[CH:12][C:11]=2[F:20])=[C:4]([F:22])[CH:3]=1. Procedure details: Intermediate 32 (1 g, 2.56 mmol) dissolved in toluene (10 ml) and added P2S5 (0.57 g, 2.56 mmol). This mixture was refluxed for 18 h. Toluene removed on rotavapour to obtain the crude. Crude was purified by column chromatography on 60-120 mesh silicagel using EtOAc and Petether (20:80) as eluent to afford the title compound (500 mg) as a yellow solid. 1H-NMR (δ ppm, DMSO-d6, 400 MHz): 11.02 (s, 1H), 7.92-7.85 (m, 2H), 7.69 (dd, J 1.6, 8.1, 1H), 7.63 (dd, J 1.6, 9, 1H), 7.33-7.27 (m, 2H), 3.02 (s... Starting materials: CCOc1ccc2cc(-c3ccc([N+](=O)[O-])cc3)n(C(=O)OC(C)(C)C)c2c1, ClCCl, O=C(O)C(F)(F)F. Yields the product CCOc1ccc2cc(-c3ccc([N+](=O)[O-])cc3)[nH]c2c1. RXN SMILES: [C:1]([O:2][C:3](=[O:4])[n:8]1[c:9](-[c:20]2[cH:21][cH:22][c:23]([N+:26](=[O:27])[O-:28])[cH:24][cH:25]2)[cH:10][c:11]2[cH:12][cH:13][c:14]([O:17][CH2:18][CH3:19])[cH:15][c:16]12)([CH3:5])([CH3:6])[CH3:7].[Cl:36][CH2:37][Cl:38].[F:29][C:30]([F:31])([F:32])[C:33]([OH:34])=[O:35]>>[nH:8]1[c:9](-[c:20]2[cH:21][cH:22][c:23]([N+:26](=[O:27])[O-:28])[cH:24][cH:25]2)[cH:10][c:11]2[cH:12][cH:13][c:14]([O:17][CH2:18][CH3:19])[cH:15][c:16]12. Reactants: CN1C(=NC(=C1)C1=CC=CC=C1)C=O (1-methyl-4-phenyl-1H-imidazole-2-carbaldehyde), ClN1C(CCC1=O)=O (N-chlorosuccinimide). The solvent is C(Cl)(Cl)(Cl)Cl (CCl4). Product: ClC1=C(N=C(N1C)C=O)C1=CC=CC=C1 (5-chloro-1-methyl-4-phenyl-1H-imidazole-2-carbaldehyde). RXN SMILES: [CH3:1][N:2]1[CH:6]=[C:5]([C:7]2[CH:12]=[CH:11][CH:10]=[CH:9][CH:8]=2)[N:4]=[C:3]1[CH:13]=[O:14].[Cl:15]N1C(=O)CCC1=O>C(Cl)(Cl)(Cl)Cl>[Cl:15][C:6]1[N:2]([CH3:1])[C:3]([CH:13]=[O:14])=[N:4][C:5]=1[C:7]1[CH:12]=[CH:11][CH:10]=[CH:9][CH:8]=1. Procedure: To a solution of 1-methyl-4-phenyl-1H-imidazole-2-carbaldehyde 43 (0.299 g, 1.61 mmol) in CCl4 (6 mL) was added N-chlorosuccinimide (229 mg, 1.72 mmol). The reaction mixture was heated to reflux for 4 h, cooled to room temperature, filtered, and concentrated. Purification by flash column chromatography on silica gel (5% to 20% EtOAc in hexanes) gave 5-chloro-1-methyl-4-phenyl-1H-imidazole-2-carbaldehyde 44. Mass spectrum: calculated for C1H9ClN2O 220.0; found 221.3 (M++1).